Dataset: the Open Reaction Database (ORD), a public repository of structured organic reaction records. Task: describe an organic reaction: reactants, conditions, products, and yield Reactants: CC(=O)O (AcOH), C=O (formaldehyde), C(#N)[BH3-].[Na+] (sodium cyanoborohydride), NC=1C=C2COC(=O)C2=CC1 (5-aminophthalide). Run in C(C)#N (acetonitrile). Conditions: temperature 0 celsius. The product is CN(C=1C=C2COC(C2=CC1)=O)C (5-dimethylamino-3H-isobenzofuran-1-one). The yield is 66.0%. RXN SMILES: N[C:2]1[CH:3]=[C:4]2[C:9](=[CH:10][CH:11]=1)[C:7](=[O:8])[O:6][CH2:5]2.C=O.[C:14]([BH3-])#[N:15].[Na+].[CH3:18]C(O)=O>C(#N)C>[CH3:18][N:15]([CH3:14])[C:2]1[CH:3]=[C:4]2[C:9](=[CH:10][CH:11]=1)[C:7](=[O:8])[O:6][CH2:5]2 |f:2.3|. Reported procedure: To a stirred suspension of 5-aminophthalide (5.00 g, 33.5 mmol) in acetonitrile (120 ml), was added 37% formaldehyde aqueous solution (24.9 ml, 335 mmol) and sodium cyanoborohydride (8.42 g, 134 mmol). The mixture was cooled to 0° C., followed by addition of 10% AcOH aqueous solution (120 ml). The mixture was warmed to room temperature from 0° C. during 1.5 hour-period. The mixture was concentrated under reduced pressure to a smaller volume and was extracted with EtOAc (2×125 ml). The combined o... Reactants: ClCCl, CC(C)(C)OC(=O)NC1CCN(c2nc(-c3ccccc3O)nc3ccc(F)cc23)C1, O=C(O)C(F)(F)F, [Na+], O=C([O-])O. Product: NC1CCN(c2nc(-c3ccccc3O)nc3ccc(F)cc23)C1. As a reaction SMILES: [Cl:44][CH2:45][Cl:46].[F:1][c:2]1[cH:3][c:4]2[c:5]([N:19]3[CH2:20][CH:21]([NH:24][C:25](=[O:26])[O:27][C:28]([CH3:29])([CH3:30])[CH3:31])[CH2:22][CH2:23]3)[n:6][c:7](-[c:12]3[c:13]([OH:18])[cH:14][cH:15][cH:16][cH:17]3)[n:8][c:9]2[cH:10][cH:11]1.[F:32][C:33]([F:34])([F:35])[C:36]([OH:37])=[O:38].[Na+:43].[O-:39][C:40]([OH:41])=[O:42]>>[F:1][c:2]1[cH:3][c:4]2[c:5]([N:19]3[CH2:20][CH:21]([NH2:24])[CH2:22][CH2:23]3)[n:6][c:7](-[c:12]3[c:13]([OH:18])[cH:14][cH:15][cH:16][cH:17]3)[n:8][c:9]2[cH:10][cH:11]1. Reactants: CC(C)(O)CN1Cc2cc(Br)ccc2C1=O, CI, [H-], [Na+], C1CCOC1, O. The product is CC1c2cc(Br)ccc2C(=O)N1CC(C)(C)O. Reaction SMILES: [Br:1][c:2]1[cH:3][c:4]2[c:8]([cH:9][cH:10]1)[C:7](=[O:11])[N:6]([CH2:12][C:13]([CH3:14])([CH3:15])[OH:16])[CH2:5]2.[CH3:19][I:20].[H-:17].[Na+:18].[O:22]1[CH2:23][CH2:24][CH2:25][CH2:26]1.[OH2:21]>>[Br:1][c:2]1[cH:3][c:4]2[c:8]([cH:9][cH:10]1)[C:7](=[O:11])[N:6]([CH2:12][C:13]([CH3:14])([CH3:15])[OH:16])[CH:5]2[CH3:19]. Reactants: CCOC(=O)CBr, O=C([O-])[O-], CCO, COc1ccc(C=CC(=O)NC2CCC(C)CC2)cc1OC(C)=O, [K+], [K+]. Yields the product CCOC(=O)COc1cc(C=CC(=O)NC2CCC(C)CC2)ccc1OC. As a reaction SMILES: [Br:31][CH2:32][C:33](=[O:34])[O:35][CH2:36][CH3:37].[C:1](=[O:2])([O-:3])[O-:4].[CH3:38][CH2:39][OH:40].[CH3:7][CH:8]1[CH2:9][CH2:10][CH:11]([NH:14][C:15]([CH:16]=[CH:17][c:18]2[cH:19][c:20]([O:26][C:27](=[O:28])[CH3:29])[c:21]([O:24][CH3:25])[cH:22][cH:23]2)=[O:30])[CH2:12][CH2:13]1.[K+:5].[K+:6]>>[CH3:7][CH:8]1[CH2:9][CH2:10][CH:11]([NH:14][C:15]([CH:16]=[CH:17][c:18]2[cH:19][c:20]([O:26][CH2:32][C:33](=[O:34])[O:35][CH2:36][CH3:37])[c:21]([O:24][CH3:25])[cH:22][cH:23]2)=[O:30])[CH2:12][CH2:13]1. Starting materials: ClC1CCC=2N3C4=C(C=CC=C4C2C1=O)OCC3C3=CC=CC=C3 (8-chloro-1-phenyl-1,2,9,10-tetrahydro[1,4]oxazino[2,3,4-jk]carbazol-7(8H)-one), [Li+].[Cl-] (LiCl), Li2CO3. Solvent: CN(C)C=O (DMF). Conditions: temperature 140 celsius, time 3.5 hour. Yields the product C1(=CC=CC=C1)C1COC=2C=CC=C3C4=C(C=CC=C4N1C23)O (1-phenyl-1,2-dihydro[1,4]oxazino[2,3,4-jk]carbazol-7-ol). Yield: 68.1%. Reaction SMILES: Cl[CH:2]1[C:14](=[O:15])[C:13]2[C:12]3[C:7]4=[C:8]([O:16][CH2:17][CH:18]([C:19]5[CH:24]=[CH:23][CH:22]=[CH:21][CH:20]=5)[N:6]4[C:5]=2[CH2:4][CH2:3]1)[CH:9]=[CH:10][CH:11]=3.[Li+].[Cl-]>CN(C=O)C>[C:19]1([CH:18]2[N:6]3[C:7]4[C:12]([C:13]5[C:5]3=[CH:4][CH:3]=[CH:2][C:14]=5[OH:15])=[CH:11][CH:10]=[CH:9][C:8]=4[O:16][CH2:17]2)[CH:20]=[CH:21][CH:22]=[CH:23][CH:24]=1 |f:1.2|. Reported procedure: A mixture of 8-chloro-1-phenyl-1,2,9,10-tetrahydro[1,4]oxazino[2,3,4-jk]carbazol-7(8H)-one (0.235 g, 0.697 mmol), anhydrous LiCl (0.0355 g, 0.837 mmol), Li2CO3 (0.0618 g, 0.837 mmol), and DMF (1.8 mL) is stirred at 140° C. for 3.5 h. After cooling, the mixture is partitioned between CH2Cl2 and water. The organic layers are dried over sodium sulftate, concentrated, and chromatographed on silica gel gel using EtOAc/hexane (10/90) to give 0.143 g (68%) of 1-phenyl-1,2-dihydro[1,4]oxazino[2,3,4-jk]c... Starting materials: crude product, C(=O)(O)[O-].[Na+] (NaHCO3), C(=O)(C(F)(F)F)O (TFA), FC=1C(=NC2=CC=CC(=C2N1)C1=CC=2C(NCCC2N1)=O)C (2-(3-fluoro-2-methylquinoxalin-5-yl)-6,7-dihydro-1H-pyrrolo[3,2-c]pyridin-4(5H)-one), Cl.CC1(CC1)CN ((1-methylcyclopropyl)methanamine hydrochloride), CCN(C(C)C)C(C)C (DIEA). The solvent is CS(=O)C (DMSO), CC#N.O (MeCN water), CS(=O)C (DMSO). The product is CC1=NC2=CC=CC(=C2N=C1NCC1(CC1)C)C1=CC=2C(NCCC2N1)=O (2-(2-methyl-3-(((1-methylcyclopropyl)methyl)amino)quinoxalin-5-yl)-6,7-dihydro-1H-pyrrolo[3,2-c]pyridin-4(5H)-one). Yield: 8.8%. As a reaction SMILES: F[C:2]1[C:3]([CH3:22])=[N:4][C:5]2[C:10]([N:11]=1)=[C:9]([C:12]1[NH:20][C:19]3[CH2:18][CH2:17][NH:16][C:15](=[O:21])[C:14]=3[CH:13]=1)[CH:8]=[CH:7][CH:6]=2.Cl.[CH3:24][C:25]1([CH2:28][NH2:29])[CH2:27][CH2:26]1.CCN(C(C)C)C(C)C.C(O)(C(F)(F)F)=O.C([O-])(O)=O.[Na+]>CS(C)=O.CC#N.O>[CH3:22][C:3]1[C:2]([NH:29][CH2:28][C:25]2([CH3:24])[CH2:27][CH2:26]2)=[N:11][C:10]2[C:5](=[CH:6][CH:7]=[CH:8][C:9]=2[C:12]2[NH:20][C:19]3[CH2:18][CH2:17][NH:16][C:15](=[O:21])[C:14]=3[CH:13]=2)[N:4]=1 |f:1.2,5.6,8.9|. Procedure details: A solution of 2-(3-fluoro-2-methylquinoxalin-5-yl)-6,7-dihydro-1H-pyrrolo[3,2-c]pyridin-4(5H)-one (126) (46 mg, 0.16 mmol), (1-methylcyclopropyl)methanamine hydrochloride (37.8 mg, 0.310 mmol) (Princeton Bio, Princeton, N.J.), and DIEA (136 μL, 0.776 mmol) in DMSO (1.5 mL) was heated at 100° C. for 1.5 h. The crude product was diluted in DMSO (˜20 mg/mL) and injected (3×1.0 mL) onto the Shimadzu preparatory LC (Phenomenex Gemini C18, 10 μm, 150×30 mm; 10-100% MeCN/water with 0.1% TFA); the pure ...